describe an organic reaction: reactants, conditions, products, and yield From a dataset of the Open Reaction Database (ORD), a public repository of structured organic reaction records. The reactants are C([C@@H](O)[C@H](O)C(=O)O)(=O)O (D-tartaric acid), [C@@H]([C@@H](C(=O)O)O)(C(=O)O)O (meso-tartaric acid), [OH-].[Na+] (sodium hydroxide), C([C@@H](O)[C@H](O)C(=O)O)(=O)O (D-tartaric acid). Solvent: O (water). Yields the product C([C@@H](O)[C@H](O)C(=O)O)(=O)O (D-tartaric acid), C(C(O)C(O)C(=O)O)(=O)O (DL-tartaric acid), [C@@H]([C@@H](C(=O)O)O)(C(=O)O)O (meso-tartaric acid). Reaction SMILES: [C:1]([OH:10])(=[O:9])[C@H:2]([C@@H:4]([C:6]([OH:8])=[O:7])[OH:5])[OH:3].[C@H:11]([OH:20])([C:17]([OH:19])=[O:18])[C@H:12]([OH:16])[C:13]([OH:15])=[O:14].[OH-].[Na+]>O>[C:1]([OH:10])(=[O:9])[C@H:2]([C@@H:4]([C:6]([OH:8])=[O:7])[OH:5])[OH:3].[C:17]([OH:19])(=[O:18])[CH:11]([CH:12]([C:13]([OH:15])=[O:14])[OH:16])[OH:20].[C@H:2]([OH:3])([C:1]([OH:10])=[O:9])[C@H:4]([OH:5])[C:6]([OH:8])=[O:7] |f:2.3|. Reported procedure: Into a test tube were charged 3.40 g of D-tartaric acid, 1.46 g of meso-tartaric acid, 7.78 g of sodium hydroxide and 10.6 g of water. Following the process of Reference Example 1, the racemization of D-tartaric acid was conducted and the reaction mixture was analyzed to give 0.08 g of unreacted D-tartaric acid, 2.62 g of DL-tartaric acid and 1.72 g of meso-tartaric acid. The conversion of D-tartaric acid to DL-tartaric acid was 77.1%. The reactants are FC=1C=NC2=CC=C(C=C2C1CCCC1(CCNCC1)C(=O)OCC)OC (ethyl 4-[3-(3-fluoro-6-methoxyquinolin-4-yl)propyl]piperidine-4-carboxylate), BrCCOC1=C(C(=CC=C1)F)F (1-(2-bromoethoxy)-2,3-difluorobenzene), [I-].[K+] (potassium iodide), C([O-])([O-])=O.[K+].[K+] (potassium carbonate). Solvent: C(C)#N (acetonitrile). Reaction conditions: temperature 70 celsius, time 18 hour. Product: FC1=C(OCCN2CCC(CC2)(C(=O)OCC)CCCC2=C(C=NC3=CC=C(C=C23)OC)F)C=CC=C1F (ethyl 1-[2-(2,3-difluorophenoxy)ethyl]-4-[3-(3-fluoro-6-methoxyquinolin-4-yl)propyl]piperidine-4-carboxylate). Isolated yield 75.9%. Reaction SMILES: [F:1][C:2]1[CH:3]=[N:4][C:5]2[C:10]([C:11]=1[CH2:12][CH2:13][CH2:14][C:15]1([C:21]([O:23][CH2:24][CH3:25])=[O:22])[CH2:20][CH2:19][NH:18][CH2:17][CH2:16]1)=[CH:9][C:8]([O:26][CH3:27])=[CH:7][CH:6]=2.Br[CH2:29][CH2:30][O:31][C:32]1[CH:37]=[CH:36][CH:35]=[C:34]([F:38])[C:33]=1[F:39].[I-].[K+].C(=O)([O-])[O-].[K+].[K+]>C(#N)C>[F:39][C:33]1[C:34]([F:38])=[CH:35][CH:36]=[CH:37][C:32]=1[O:31][CH2:30][CH2:29][N:18]1[CH2:19][CH2:20][C:15]([CH2:14][CH2:13][CH2:12][C:11]2[C:10]3[C:5](=[CH:6][CH:7]=[C:8]([O:26][CH3:27])[CH:9]=3)[N:4]=[CH:3][C:2]=2[F:1])([C:21]([O:23][CH2:24][CH3:25])=[O:22])[CH2:16][CH2:17]1 |f:2.3,4.5.6|. Procedure: A mixture of 0.4 g of ethyl 4-[3-(3-fluoro-6-methoxyquinolin-4-yl)propyl]piperidine-4-carboxylate, 0.3 g of 1-(2-bromoethoxy)-2,3-difluorobenzene, 0.181 g of potassium iodide and 0.74 g of potassium carbonate in 15 cm3 of acetonitrile was stirred for 18 hours at a temperature in the region of 70° C. After cooling to about 20° C., the reaction mixture was concentrated to dryness under reduced pressure (5 kPa) at a temperature in the region of 40° C. The evaporation residue was purified by chromat... The reactants are Cl.N[C@@H]1CN(CC1)C1=C(C=C(C=C1)N1C(O[C@H](C1)COC1=NOC=C1)=O)F (3-(4-((3S)-3-Amino-1-pyrrolidinyl)-3-fluorophenyl)-5(R)-(isoxazol-3-yloxymethyl)-oxazolidin-2-one hydrochloride salt), C([O-])(O)=O.[Na+] (sodium bicarbonate), C(C)(=O)OC(C)=O (Acetic anhydride). The solvent is ClCCl (Dichloromethane), ClCCl (dichloromethane). Reaction conditions: time 18 hour. Yields the product C(C)(=O)N[C@@H]1CN(CC1)C1=C(C=C(C=C1)N1C(O[C@H](C1)COC1=NOC=C1)=O)F (3-(4-((3S)-3-Acetamido-1-pyrrolidinyl)-3-fluorophenyl)-5(R)-(isoxazol-3-yloxymethyl)oxazolidin-2-one). Isolated yield 62.1%. RXN SMILES: Cl.[NH2:2][C@H:3]1[CH2:7][CH2:6][N:5]([C:8]2[CH:13]=[CH:12][C:11]([N:14]3[CH2:18][C@H:17]([CH2:19][O:20][C:21]4[CH:25]=[CH:24][O:23][N:22]=4)[O:16][C:15]3=[O:26])=[CH:10][C:9]=2[F:27])[CH2:4]1.C(=O)(O)[O-].[Na+].[C:33](OC(=O)C)(=[O:35])[CH3:34]>ClCCl>[C:33]([NH:2][C@H:3]1[CH2:7][CH2:6][N:5]([C:8]2[CH:13]=[CH:12][C:11]([N:14]3[CH2:18][C@H:17]([CH2:19][O:20][C:21]4[CH:25]=[CH:24][O:23][N:22]=4)[O:16][C:15]3=[O:26])=[CH:10][C:9]=2[F:27])[CH2:4]1)(=[O:35])[CH3:34] |f:0.1,2.3|. Reported procedure: 3-(4-((3S)-3-Amino-1-pyrrolidinyl)-3-fluorophenyl)-5(R)-(isoxazol-3-yloxymethyl)-oxazolidin-2-one hydrochloride salt (170 mg, 0.43 mmol) was stirred in a mixture of saturated sodium bicarbonate solution (5 ml) and dichloromethane (5 ml) in an ice-bath. Acetic anhydride (2 mmol) was added dropwise, and the mixture stirred 18 hours, allowing the temperature to rise to ambient. Dichloromethane (10 ml) was added, and the mixture filtered through phase separating paper, the organic layer evaporated, ... Starting materials: NC=1NS(C2=C(N1)C=CC(=C2)Cl)(C2=CC=CC=C2)=O (3-amino-7-chloro-1-phenyl-1,2,4-benzothiadiazine-1-oxide), C1(=C(C(=CC(=C1)C)C)S(=O)(=O)NO)C (mesitylene sulfonylhydroxylamine). Solvent: ClCCl (dichloromethane), ClCCl (dichloromethane). Reaction conditions: time 1 hour. The product is C1(=C(C(=CC(=C1)C)C)S(=O)(=O)O)C.NC1=NS(C2=C(N1N)C=CC(=C2)Cl)(C2=CC=CC=C2)=O (3,4-diamino-7-chloro-1-phenyl-1,2,4-benzothiadiazine-1-oxide mesitylene sulfonate). Reaction SMILES: [NH2:1][C:2]1[NH:3][SH:4](=[O:19])([C:13]2[CH:18]=[CH:17][CH:16]=[CH:15][CH:14]=2)[C:5]2[CH:11]=[C:10]([Cl:12])[CH:9]=[CH:8][C:6]=2[N:7]=1.[C:20]1([CH3:33])[CH:25]=[C:24]([CH3:26])[CH:23]=[C:22]([CH3:27])[C:21]=1[S:28]([NH:31]O)(=[O:30])=[O:29]>ClCCl>[C:20]1([CH3:33])[CH:25]=[C:24]([CH3:26])[CH:23]=[C:22]([CH3:27])[C:21]=1[S:28]([OH:19])(=[O:30])=[O:29].[NH2:1][C:2]1[N:7]([NH2:31])[C:6]2[CH:8]=[CH:9][C:10]([Cl:12])=[CH:11][C:5]=2[SH:4](=[O:19])([C:13]2[CH:18]=[CH:17][CH:16]=[CH:15][CH:14]=2)[N:3]=1 |f:3.4|. Procedure: To a suspension of 18.2 g of 3-amino-7-chloro-1-phenyl-1,2,4-benzothiadiazine-1-oxide in 75 ml dichloromethane is added slowly a solution of 16.1 g mesitylene sulfonylhydroxylamine (MSH) in 90 ml dichloromethane at 0° C. under stirring. Thereafter stirring is continued for one hour at room temperature and the precipitate then sucked off, washed with diethylether and air-dried. Colorless 3,4-diamino-7-chloro-1-phenyl-1,2,4-benzothiadiazine-1-oxide mesitylene sulfonate, m. pt. 225° C., are obtaine...